This data is from the Open Reaction Database (ORD), a public repository of structured organic reaction records. The task is: describe an organic reaction: reactants, conditions, products, and yield The product is COC(=O)C1=CC=C(NC(CN2CCN(CC2)C(C2=CC(=C(C=C2)OC)OC)=O)=O)C=C1 (p-methoxycarbonyl-α-[4-(3,4-dimethoxybenzoyl)-1-piperazinyl]acetanilide). Run at time 2 hour. The reactants are C(Cl)Cl (methylene chloride), COC(=O)C1=CC=C(NC(CN2CCNCC2)=O)C=C1 (p-methoxycarbonyl-α-(1-piperazinyl)acetanilide), C([O-])([O-])=O.[K+].[K+] (potassium carbonate), C(Cl)Cl (methylene chloride), COC=1C=C(C(=O)Cl)C=CC1OC (3,4-dimethoxybenzoyl chloride). Reaction SMILES: [CH3:1][O:2][C:3]([C:5]1[CH:20]=[CH:19][C:8]([NH:9][C:10](=[O:18])[CH2:11][N:12]2[CH2:17][CH2:16][NH:15][CH2:14][CH2:13]2)=[CH:7][CH:6]=1)=[O:4].C(=O)([O-])[O-].[K+].[K+].C(Cl)Cl.[CH3:30][O:31][C:32]1[CH:33]=[C:34]([CH:38]=[CH:39][C:40]=1[O:41][CH3:42])[C:35](Cl)=[O:36]>CN(C=O)C>[CH3:1][O:2][C:3]([C:5]1[CH:6]=[CH:7][C:8]([NH:9][C:10](=[O:18])[CH2:11][N:12]2[CH2:17][CH2:16][N:15]([C:35](=[O:36])[C:34]3[CH:38]=[CH:39][C:40]([O:41][CH3:42])=[C:32]([O:31][CH3:30])[CH:33]=3)[CH2:14][CH2:13]2)=[CH:19][CH:20]=1)=[O:4] |f:1.2.3|. Run in CN(C)C=O (DMF). Procedure: 3.3 Grams of p-methoxycarbonyl-α-(1-piperazinyl)acetanilide and 1.7 g of potassium carbonate were dissolved in 50 ml of DMF, then a methylene chloride solution containing 2.7 g of 3,4-dimethoxybenzoyl chloride was added dropwise thereto under ice-cooled condition with stirring. The reaction was continued at the same temperature for 2 hours, then to the reaction mixture was added 100 ml of methylene chloride, and the methylene chloride layer was washed with water, 5%-sodium bicarbonate aqueous so... Reactants: OC1=C(C=C(C2=CC=CC=C12)O)C(=O)O (1,4-dihydroxy-2-naphthoic acid), BrCCO (2-bromoethanol), Cl (hydrogen chloride). Reaction conditions: time 2 hour. Yields the product OC1=C(C=C(C2=CC=CC=C12)OCCBr)C(=O)O (1-hydroxy-4-(β-bromoethoxy)-2-naphthoic acid). The yield is 50.0%. RXN SMILES: [OH:1][C:2]1[C:11]2[C:6](=[CH:7][CH:8]=[CH:9][CH:10]=2)[C:5]([OH:12])=[CH:4][C:3]=1[C:13]([OH:15])=[O:14].Cl.[Br:17][CH2:18][CH2:19]O>>[OH:1][C:2]1[C:11]2[C:6](=[CH:7][CH:8]=[CH:9][CH:10]=2)[C:5]([O:12][CH2:19][CH2:18][Br:17])=[CH:4][C:3]=1[C:13]([OH:15])=[O:14]. Procedure details: To 150 ml of 2-bromoethanol, 60 g (0.3 mol) of 1,4-dihydroxy-2-naphthoic acid was added, and the reaction was carried out at 90° C. with stirring for 2 hours while introducing hydrogen chloride gas. After being cooled (10°-20° C.), precipitated crystals were separated by filtration to obtain 47.4 g (50% yield) of 1-hydroxy-4-(β-bromoethoxy)-2-naphthoic acid. The reactants are CC(=O)OC(C)=O, CC(=O)O, N#Cc1ccnc(Cl)c1, [H][H], O=[Pt]=O. Yields the product CC(=O)NCc1ccnc(Cl)c1. Reaction SMILES: [CH3:10][C:11](=[O:12])[O:13][C:14](=[O:15])[CH3:16].[CH3:22][C:23](=[O:24])[OH:25].[Cl:1][c:2]1[n:3][cH:4][cH:5][c:6]([C:8]#[N:9])[cH:7]1.[H:17][H:18].[Pt:19](=[O:20])=[O:21]>>[Cl:1][c:2]1[n:3][cH:4][cH:5][c:6]([CH2:8][NH:9][C:11]([CH3:10])=[O:12])[cH:7]1. Starting materials: CCOC(=O)CC(CCCN)c1ccccc1, N=C(N)Nc1nc(C(=O)O)cs1, O. Yields the product CCOC(=O)CC(CCCNC(=O)c1csc(NC(=N)N)n1)c1ccccc1. As a reaction SMILES: [NH2:14][CH2:15][CH2:16][CH2:17][CH:18]([CH2:19][C:20](=[O:21])[O:22][CH2:23][CH3:24])[c:25]1[cH:26][cH:27][cH:28][cH:29][cH:30]1.[NH:2]([C:3](=[NH:4])[NH2:5])[c:6]1[s:7][cH:8][c:9]([C:11](=[O:12])[OH:13])[n:10]1.[OH2:1]>>[NH:2]([C:3](=[NH:4])[NH2:5])[c:6]1[s:7][cH:8][c:9]([C:11](=[O:13])[NH:14][CH2:15][CH2:16][CH2:17][CH:18]([CH2:19][C:20](=[O:21])[O:22][CH2:23][CH3:24])[c:25]2[cH:26][cH:27][cH:28][cH:29][cH:30]2)[n:10]1.